Dataset: the Open Reaction Database (ORD), a public repository of structured organic reaction records. Task: describe an organic reaction: reactants, conditions, products, and yield Reactants: ( A ), [N+](=O)([O-])C=1C=CC(=CC1)C(=O)OO (p-nitroperbenzoic acid), crude product, C(C)(C)(C)O (tert.-butanol), C(C)(=O)OC1=CC=2CC[C@H]3[C@@H]4CC=C[C@@]4(CC)CC[C@@H]3C2C=C1 (3-acetoxy-18-methyl-1,3,5(10),16-estratetraene). The solvent is C(CCl)Cl (ethylene chloride), C(CCl)Cl (ethylene chloride). Reaction conditions: time 18 hour. The product is C(C)(=O)OC1=CC=2CC[C@H]3[C@@H]4C[C@@H]5[C@H]([C@@]4(CC)CC[C@@H]3C2C=C1)O5 (3-acetoxy-16α,17α-epoxy-18-methyl-1,3,5(10)-estratriene). RXN SMILES: [N+](C1C=CC(C(OO)=O)=CC=1)([O-])=[O:2].C(O)(C)(C)C.[C:19]([O:22][C:23]1[CH:41]=[CH:40][C:39]2[C@@H:38]3[C@H:28]([C@H:29]4[C@@:33]([CH2:36][CH2:37]3)([CH2:34][CH3:35])[CH:32]=[CH:31][CH2:30]4)[CH2:27][CH2:26][C:25]=2[CH:24]=1)(=[O:21])[CH3:20]>C(Cl)CCl>[C:19]([O:22][C:23]1[CH:41]=[CH:40][C:39]2[C@@H:38]3[C@H:28]([C@H:29]4[C@@:33]([CH2:36][CH2:37]3)([CH2:34][CH3:35])[C@@H:32]3[O:2][C@@H:31]3[CH2:30]4)[CH2:27][CH2:26][C:25]=2[CH:24]=1)(=[O:21])[CH3:20]. Reported procedure: At room temperature, a solution of 460 mg. of p-nitroperbenzoic acid in 3 ml. of tert.-butanol and 0.6 ml. of ethylene chloride is gradually added to 600 mg. of 3-acetoxy-18-methyl-1,3,5(10),16-estratetraene in 20 ml. of ethylene chloride. After 18 hours, the crude product is worked up as described in (A) and purified by preparative layer chromatography (eluent: hexane/ethyl acetate = 7 : 3). In this way, 490mg. of 3-acetoxy-16α,17α-epoxy-18-methyl-1,3,5(10)-estratriene is isolated as an oily pr... Reaction SMILES: [Al+3:37].[CH2:42]1[O:43][CH2:44][CH2:45][CH2:46]1.[Cl:1][c:2]1[c:3]([C:4](=[O:5])[NH:6][CH:7]([C:8](=[O:9])[O:10][CH3:11])[CH2:12][c:13]2[cH:14][c:15]3[cH:16][cH:17][c:18](-[c:23]4[c:24]([Cl:30])[cH:25][cH:26][cH:27][c:28]4[Cl:29])[n:19][c:20]3[cH:21][cH:22]2)[c:31]([Cl:35])[cH:32][cH:33][cH:34]1.[H-:36].[H-:39].[H-:40].[H-:41].[Li+:38]>>[Cl:1][c:2]1[c:3]([C:4](=[O:5])[NH:6][CH:7]([CH2:8][OH:9])[CH2:12][c:13]2[cH:14][c:15]3[cH:16][cH:17][c:18](-[c:23]4[c:24]([Cl:30])[cH:25][cH:26][cH:27][c:28]4[Cl:29])[n:19][c:20]3[cH:21][cH:22]2)[c:31]([Cl:35])[cH:32][cH:33][cH:34]1. The product is O=C(NC(CO)Cc1ccc2nc(-c3c(Cl)cccc3Cl)ccc2c1)c1c(Cl)cccc1Cl. The reactants are [Al+3], C1CCOC1, COC(=O)C(Cc1ccc2nc(-c3c(Cl)cccc3Cl)ccc2c1)NC(=O)c1c(Cl)cccc1Cl, [H-], [H-], [H-], [H-], [Li+]. Product: C(C1=CC=CC=C1)N1C=NC2=C1C(=NN(C2=O)C)Cl (1-Benzyl-7-chloro-5-methyl-1,5-dihydroimidazo[4,5-d]pyridazin-4-one). Conditions: time 15 hour. The solvent is O (water), C(C)(=O)OCC (ethyl acetate). Reported procedure: 0.604 g of potassium carbonate and 0.297 ml of methyl iodide were added to a 30 ml N,N-dimethylformamide solution of 1.035 g of 1-benzyl-7-chloro-1,5-dihydroimidazo[4,5-d]pyridazin-4-one (J. A. Carbon Journal of the American Chemical Society, 80, pp. 6083, 1958), and the mixture was stirred at room temperature for 15 hours. 300 ml of ethyl acetate and 100 ml of water were added to the solution, and the organic layer was washed twice with 100 ml of water and then with 100 ml of a saturated sodium... Yield: 25.7%. Starting materials: C([O-])([O-])=O.[K+].[K+] (potassium carbonate), CI (methyl iodide), CN(C=O)C (N,N-dimethylformamide), C(C1=CC=CC=C1)N1C=NC2=C1C(=NNC2=O)Cl (1-benzyl-7-chloro-1,5-dihydroimidazo[4,5-d]pyridazin-4-one). Reaction SMILES: [C:1](=[O:4])([O-])[O-].[K+].[K+].CI.CN(C)C=O.[CH2:14]([N:21]1[C:25]2[C:26]([Cl:31])=[N:27][NH:28][C:29](=O)[C:24]=2[N:23]=[CH:22]1)[C:15]1[CH:20]=[CH:19][CH:18]=[CH:17][CH:16]=1>O.C(OCC)(=O)C>[CH2:14]([N:21]1[C:25]2[C:26]([Cl:31])=[N:27][N:28]([CH3:29])[C:1](=[O:4])[C:24]=2[N:23]=[CH:22]1)[C:15]1[CH:16]=[CH:17][CH:18]=[CH:19][CH:20]=1 |f:0.1.2|. Reactants: CC(C)O, COc1ccccc1-c1ccnc(Cl)n1, Nc1cccc(CS(=O)(=O)CCO)c1, CN(C)C=O. The product is COc1ccccc1-c1ccnc(Nc2cccc(CS(=O)(=O)CCO)c2)n1. As a reaction SMILES: [CH:30]([OH:31])([CH3:32])[CH3:33].[Cl:15][c:16]1[n:17][cH:18][cH:19][c:20](-[c:22]2[c:23]([O:28][CH3:29])[cH:24][cH:25][cH:26][cH:27]2)[n:21]1.[NH2:1][c:2]1[cH:3][c:4]([CH2:8][S:9](=[O:10])(=[O:11])[CH2:12][CH2:13][OH:14])[cH:5][cH:6][cH:7]1.[O:34]=[CH:35][N:36]([CH3:37])[CH3:38]>>[NH:1]([c:2]1[cH:3][c:4]([CH2:8][S:9](=[O:10])(=[O:11])[CH2:12][CH2:13][OH:14])[cH:5][cH:6][cH:7]1)[c:16]1[n:17][cH:18][cH:19][c:20](-[c:22]2[c:23]([O:28][CH3:29])[cH:24][cH:25][cH:26][cH:27]2)[n:21]1. Starting materials: Fc1cc(F)cc(Br)c1, CC(=O)[O-], C#CC=C1CCN(c2nc(C)ccc2[N+](=O)[O-])CC1, [Na+], CN(C)C=O, O, O, O, c1ccc(P(c2ccccc2)(c2ccccc2)[Pd](P(c2ccccc2)(c2ccccc2)c2ccccc2)(P(c2ccccc2)(c2ccccc2)c2ccccc2)P(c2ccccc2)(c2ccccc2)c2ccccc2)cc1. Product: Cc1ccc([N+](=O)[O-])c(N2CCC(=CC#Cc3cc(F)cc(F)c3)CC2)n1. Reaction SMILES: [Br:28][c:29]1[cH:30][c:31]([F:36])[cH:32][c:33]([F:35])[cH:34]1.[C:23]([O-:24])(=[O:25])[CH3:26].[CH3:1][c:2]1[cH:3][cH:4][c:5]([N+:17](=[O:18])[O-:19])[c:6]([N:8]2[CH2:9][CH2:10][C:11](=[CH:14][C:15]#[CH:16])[CH2:12][CH2:13]2)[n:7]1.[Na+:27].[O:37]=[CH:38][N:39]([CH3:40])[CH3:41].[OH2:20].[OH2:21].[OH2:22].[cH:42]1[cH:43][cH:44][c:45]([P:46]([Pd:47]([P:48]([c:49]2[cH:50][cH:51][cH:52][cH:53][cH:54]2)([c:55]2[cH:56][cH:57][cH:58][cH:59][cH:60]2)[c:61]2[cH:62][cH:63][cH:64][cH:65][cH:66]2)([P:67]([c:68]2[cH:69][cH:70][cH:71][cH:72][cH:73]2)([c:74]2[cH:75][cH:76][cH:77][cH:78][cH:79]2)[c:80]2[cH:81][cH:82][cH:83][cH:84][cH:85]2)[P:86]([c:87]2[cH:88][cH:89][cH:90][cH:91][cH:92]2)([c:93]2[cH:94][cH:95][cH:96][cH:97][cH:98]2)[c:99]2[cH:100][cH:101][cH:102][cH:103][cH:104]2)([c:105]2[cH:106][cH:107][cH:108][cH:109][cH:110]2)[c:111]2[cH:112][cH:113][cH:114][cH:115][cH:116]2)[cH:117][cH:118]1>>[CH3:1][c:2]1[cH:3][cH:4][c:5]([N+:17](=[O:18])[O-:19])[c:6]([N:8]2[CH2:9][CH2:10][C:11](=[CH:14][C:15]#[C:16][c:29]3[cH:30][c:31]([F:36])[cH:32][c:33]([F:35])[cH:34]3)[CH2:12][CH2:13]2)[n:7]1. Starting materials: crude mixture, 5-phenyl-pentyl-2-pyridyl-carbonate, C1(=CC=CC=C1)CCCCCC=1C(N(C=CC1)C(=O)[O-])=O (5-phenyl-pentyl-2-oxopyridine 1-carboxylate), N[C@@H]([C@H](O)C)C(=O)O (L-threonine), C(=O)(O)[O-].[Na+] (NaHCO3). The solvent is C1CCOC1 (THF), O (H2O). Run at time 15 hour. Yields the product C1(=CC=CC=C1)CCCCCOC(=O)N[C@H](C(=O)O)[C@@H](C)O ((2S,3R)-2-(5-phenylpentoxycarbonylamino)-3-hydroxy-butanoic acid). The yield is 85.3%. Reaction SMILES: [NH2:1][C@H:2]([C:6]([OH:8])=[O:7])[C@@H:3]([CH3:5])[OH:4].[C:9]([O-:12])(O)=[O:10].[Na+].[C:14]1([CH2:20][CH2:21][CH2:22][CH2:23][CH2:24]C2C(=O)N(C([O-])=O)C=CC=2)[CH:19]=[CH:18][CH:17]=[CH:16][CH:15]=1>O.C1COCC1>[C:14]1([CH2:20][CH2:21][CH2:22][CH2:23][CH2:24][O:12][C:9]([NH:1][C@@H:2]([C@H:3]([OH:4])[CH3:5])[C:6]([OH:8])=[O:7])=[O:10])[CH:19]=[CH:18][CH:17]=[CH:16][CH:15]=1 |f:1.2|. Procedure: To a stirred mixture of L-threonine (0.150 g, 1.25 mmol) and NaHCO3 (0.158 g, 1.89 mmol) in H2O (3.5 mL), the crude mixture containing 5-phenyl-pentyl-2-pyridyl-carbonate and 5-phenyl-pentyl-2-oxopyridine 1-carboxylate (0.538 g, 1.89 mmol) in THF (3.5 mL) was added. After 15 h at rt, the crude mixture was rotary evaporated to remove the organics and subsequently extracted with Et2O (3×5 mL). The aqueous phase was acidified with 2.0 M HCl solution to pH 2-3 and subsequently extracted with EtOAc (... Starting materials: CC1CCNCC1, Cn1c(=O)n(CCCI)c2ccccc21. The product is CC1CCN(CCCn2c(=O)n(C)c3ccccc32)CC1. Reaction SMILES: [CH3:1][CH:2]1[CH2:3][CH2:4][NH:5][CH2:6][CH2:7]1.[I:8][CH2:9][CH2:10][CH2:11][n:12]1[c:13](=[O:22])[n:14]([CH3:21])[c:15]2[c:16]1[cH:17][cH:18][cH:19][cH:20]2>>[CH3:1][CH:2]1[CH2:3][CH2:4][N:5]([CH2:9][CH2:10][CH2:11][n:12]2[c:13](=[O:22])[n:14]([CH3:21])[c:15]3[c:16]2[cH:17][cH:18][cH:19][cH:20]3)[CH2:6][CH2:7]1. Run in O (water), O (water). Reaction SMILES: C([N:3]([C:9]1[CH:14]=[C:13]([C:15]#[N:16])[C:12]([Cl:17])=[C:11]([NH2:18])[C:10]=1[Cl:19])[C:4](=[O:8])[C:5]([O-:7])=[O:6])C.C(Cl)Cl.[OH-].[Na+].[Na]>O>[NH2:18][C:11]1[C:10]([Cl:19])=[C:9]([NH:3][C:4](=[O:8])[C:5]([OH:7])=[O:6])[CH:14]=[C:13]([C:15]#[N:16])[C:12]=1[Cl:17] |f:2.3,^1:24|. Procedure: A solution of 2.97 g. (0.01 mole) of ethyl(3-amino-2,4-dichloro-5-cyanophenyl)oxamate in 100 ml. of methylene chloride is placed in a separatory funnel. There is added a solution of 8 ml. of 1 N sodium hydroxide diluted to 100 ml. with water. There is added an additional 300 ml. of water to dissolve the sodium salt that forms. The phases are separated and the aqueous layer acidified with glacial acetic acid. To the solution is then added 5 ml. of concentrated hydrochloric acid. The precipitate i... The product is NC=1C(=C(C=C(C1Cl)C#N)NC(C(=O)O)=O)Cl ((3-Amino-2,4-dichloro-5-cyanophenyl)oxamic acid). Reactants: C(C)N(C(C(=O)[O-])=O)C1=C(C(=C(C(=C1)C#N)Cl)N)Cl (ethyl(3-amino-2,4-dichloro-5-cyanophenyl)oxamate), [Na] (sodium), C(Cl)Cl (methylene chloride), [OH-].[Na+] (sodium hydroxide). Reactants: C1(CCCCC1)N=C=O (cyclohexyl isocyanate), COC=1C=C2C(=CC=NC2=CC1OC)OC1=CC=C(C=C1)N (6,7-Dimethoxy-4-(4-aminophenoxy)quinoline), O (water). Solvent: C1(=CC=CC=C1)C (toluene). Run at temperature 85 celsius. Product: C1(CCCCC1)NC(=O)NC1=CC=C(C=C1)OC1=CC=NC2=CC(=C(C=C12)OC)OC (N-(Cyclohexyl)-N'-{4-[(6,7-dimethoxy-4-quinolyl)oxy]phenyl}urea). The yield is 73.8%. Reaction SMILES: [CH3:1][O:2][C:3]1[CH:4]=[C:5]2[C:10](=[CH:11][C:12]=1[O:13][CH3:14])[N:9]=[CH:8][CH:7]=[C:6]2[O:15][C:16]1[CH:21]=[CH:20][C:19]([NH2:22])=[CH:18][CH:17]=1.[CH:23]1([N:29]=[C:30]=[O:31])[CH2:28][CH2:27][CH2:26][CH2:25][CH2:24]1.O>C1(C)C=CC=CC=1>[CH:23]1([NH:29][C:30]([NH:22][C:19]2[CH:18]=[CH:17][C:16]([O:15][C:6]3[C:5]4[C:10](=[CH:11][C:12]([O:13][CH3:14])=[C:3]([O:2][CH3:1])[CH:4]=4)[N:9]=[CH:8][CH:7]=3)=[CH:21][CH:20]=2)=[O:31])[CH2:28][CH2:27][CH2:26][CH2:25][CH2:24]1. Procedure: 6,7-Dimethoxy-4-(4-aminophenoxy)quinoline (200 mg) was dissolved in toluene (5 ml) with heat, cyclohexyl isocyanate (340 mg) was added, and the admixture was stirred with heat at 80-90° C. for 30 minutes. After the addition of water, the reaction mixture was extracted 2 times with ethyl acetate, and the organic layer was then washed with brine and dried with anhydrous sodium sulfate. The solvent was removed by reduced-pressure distillation, and the resulting residue was purified by column chroma... The reactants are C(C)OP(=O)(C(C1([C@@H](OCC2=CC=CC=C2)[C@H](OCC2=CC=CC=C2)[C@H](O1)COCC1=CC=CC=C1)Cl)(F)F)OCC (1-deoxy-1-(diethoxyphosphinyl)-1,1-difluoro-3,4,6-tris-O-(phenylmethyl)-D-fructofuranosyl chloride), C(CCC)[SnH](CCCC)CCCC (tributyltin hydride), crude product. Yields the product C(C)OP(=O)(C([C@H]1[C@@H](OCC2=CC=CC=C2)[C@H](OCC2=CC=CC=C2)[C@H](O1)COCC1=CC=CC=C1)(F)F)OCC (2,5-Anhydro-1-deoxy-1-(diethoxyphosphinyl)-1,1-difluoro-3,4,6-tris-O-(phenylmethyl)-D-glucitol). Procedure details: Following the procedure of Example 63, reduction of 1-deoxy-1-(diethoxyphosphinyl)-1,1-difluoro-3,4,6-tris-O-(phenylmethyl)-D-fructofuranosyl chloride with tributyltin hydride, followed by column chromatography of the crude product gave the desired compound, the more polar component, as an oil, CMR δ 77.9 (doublet of triplets, O-C-CF2P). Reaction SMILES: [CH2:1]([O:3][P:4]([O:40][CH2:41][CH3:42])([C:6]([F:39])([F:38])[C:7]1(Cl)[O:27][C@H:26]([CH2:28][O:29][CH2:30][C:31]2[CH:36]=[CH:35][CH:34]=[CH:33][CH:32]=2)[C@@H:17]([O:18][CH2:19][C:20]2[CH:25]=[CH:24][CH:23]=[CH:22][CH:21]=2)[C@@H:8]1[O:9][CH2:10][C:11]1[CH:16]=[CH:15][CH:14]=[CH:13][CH:12]=1)=[O:5])[CH3:2].C([SnH](CCCC)CCCC)CCC>>[CH2:41]([O:40][P:4]([O:3][CH2:1][CH3:2])([C:6]([F:38])([F:39])[C@@H:7]1[O:27][C@H:26]([CH2:28][O:29][CH2:30][C:31]2[CH:36]=[CH:35][CH:34]=[CH:33][CH:32]=2)[C@@H:17]([O:18][CH2:19][C:20]2[CH:25]=[CH:24][CH:23]=[CH:22][CH:21]=2)[C@@H:8]1[O:9][CH2:10][C:11]1[CH:12]=[CH:13][CH:14]=[CH:15][CH:16]=1)=[O:5])[CH3:42].